Dataset: the Open Reaction Database (ORD), a public repository of structured organic reaction records. Task: describe an organic reaction: reactants, conditions, products, and yield The reactants are O=C(c1ccccc1)c1ccc(NC(=O)C2CC(c3cccnc3)=NO2)cc1, CCN(C(C)C)C(C)C, CN(C)c1ccncc1, ClCCl, COC(=O)Cc1ccccc1-c1ccc(N)cc1, O. Product: COC(=O)C(c1ccccc1)c1ccc(NC(=O)C2CC(c3cccnc3)=NO2)cc1. As a reaction SMILES: [C:1]([c:2]1[cH:3][cH:4][cH:5][cH:6][cH:7]1)(=[O:8])[c:9]1[cH:10][cH:11][c:12]([NH:15][C:16](=[O:17])[CH:18]2[CH2:19][C:20]([c:23]3[cH:24][n:25][cH:26][cH:27][cH:28]3)=[N:21][O:22]2)[cH:13][cH:14]1.[CH3:47][CH:48]([N:49]([CH:50]([CH3:51])[CH3:52])[CH2:53][CH3:54])[CH3:55].[CH3:57][N:58]([CH3:59])[c:60]1[cH:61][cH:62][n:63][cH:64][cH:65]1.[Cl:66][CH2:67][Cl:68].[NH2:29][c:30]1[cH:31][cH:32][c:33](-[c:34]2[cH:35][cH:36][cH:37][cH:38][c:39]2[CH2:40][C:43](=[O:44])[O:45][CH3:46])[cH:41][cH:42]1.[OH2:56]>>[CH:1]([c:2]1[cH:3][cH:4][cH:5][cH:6][cH:7]1)([c:9]1[cH:10][cH:11][c:12]([NH:15][C:16](=[O:17])[CH:18]2[CH2:19][C:20]([c:23]3[cH:24][n:25][cH:26][cH:27][cH:28]3)=[N:21][O:22]2)[cH:13][cH:14]1)[C:43](=[O:44])[O:45][CH3:46].